Dataset: the Open Reaction Database (ORD), a public repository of structured organic reaction records. Task: describe an organic reaction: reactants, conditions, products, and yield Starting materials: mercuric chloride, ClC1=C(CN)C(=CC=C1)C (2-chloro-6-methyl-benzylamine), S1C(=S)NC(=O)C1 (Rhodanine), CCN(C(C)C)C(C)C (DIPEA). The solvent is C(C)#N (acetonitrile). Conditions: temperature 0 celsius, time 3 day. The product is ClC1=C(CNC=2SCC(N2)=O)C(=CC=C1)C (2-(2-chloro-6-methyl-benzylamino)-thiazol-4-one). Yield: 28.5%. As a reaction SMILES: [Cl:1][C:2]1[CH:9]=[CH:8][CH:7]=[C:6]([CH3:10])[C:3]=1[CH2:4][NH2:5].[S:11]1[CH2:17][C:15](=[O:16])[NH:14][C:12]1=S.CCN(C(C)C)C(C)C>C(#N)C>[Cl:1][C:2]1[CH:9]=[CH:8][CH:7]=[C:6]([CH3:10])[C:3]=1[CH2:4][NH:5][C:12]1[S:11][CH2:17][C:15](=[O:16])[N:14]=1. Procedure: To a solution of 2-chloro-6-methyl-benzylamine (650 mg, 4.2 mmol) and Rhodanine (559 mg, 4.2 mmol) in acetonitrile (25 mL) was added DIPEA (1.74 mL, 10 mmol) at room temperature. Then, this solution was cooled to 0° C. and mercuric chloride (1.22 g, 4.5 mmol) was added in one portion. After addition, the suspension was allowed to warm to room temperature and stirred for 3 days. The resulting black solids were filtered through a plug of celite and washed with dichloromethane (500 mL) and methanol... Reactants: BrC1=NC=C(C=C1)[N+](=O)[O-] (2-bromo-5-nitro-pyridine), [Si](C)(C)(C)C#C (TMS-acetylene). Reagents/catalysts: C1=CC=C(C=C1)P([C-]2C=CC=C2)C3=CC=CC=C3.C1=CC=C(C=C1)P([C-]2C=CC=C2)C3=CC=CC=C3.Cl[Pd]Cl.[Fe+2] ([1,1′-bis(diphenylphosphino)ferrocene]dichloropalladium), [Cu]I (CuI). Reaction conditions: time 4 hour. The product is [N+](=O)([O-])C=1C=CC(=NC1)C#C[Si](C)(C)C (5-nitro-2-trimethylsilanylethynyl-pyridine). As a reaction SMILES: Br[C:2]1[CH:7]=[CH:6][C:5]([N+:8]([O-:10])=[O:9])=[CH:4][N:3]=1.[Si:11]([C:15]#[CH:16])([CH3:14])([CH3:13])[CH3:12]>[Cu]I.C1C=CC(P(C2C=CC=CC=2)[C-]2C=CC=C2)=CC=1.C1C=CC(P(C2C=CC=CC=2)[C-]2C=CC=C2)=CC=1.Cl[Pd]Cl.[Fe+2]>[N+:8]([C:5]1[CH:6]=[CH:7][C:2]([C:16]#[C:15][Si:11]([CH3:14])([CH3:13])[CH3:12])=[N:3][CH:4]=1)([O-:10])=[O:9] |f:3.4.5.6|. Procedure: Alternatively, 2-bromo-5-nitro-pyridine (1.22 g, 6.0 mmoles), TMS-acetylene (0.9 mL, 6.4 mmoles), CuI (11 mg, 0.06 mmoles) and dichlorobis(triphenylphosphine)palladium (II) (210 mg, 0.3 mmoles) were combined and flushed with dry nitrogen for 10 min. After this period the mix was solubilized with 24 mL of anhydrous triethylamine (degassed), and the mix was stirred at ambient temperature for 4 hours. After this period the reaction mix was evaporated in vacuo and purified directly using flash silic... Reactants: FC=1C=C(C=C(C1)F)[Mg]Br (3,5-difluorophenylmagnesium bromide), ClC1=CC=C(C=C1)S(=O)(=O)N1CC2=C(CC1C1=CC(=CC(=C1)F)F)NN=C2 (5-(4-Chlorophenylsulfonyl)-6-(3,5-difluorophenyl)-4,5,6,7-tetrahydro-1H-pyrazolo[4,3-c]pyridine), FC=1C=C(C=C(C1)F)C1N(CCC(C1)=O)C(=O)OCC1=CC=CC=C1 (Benzyl 2-(3,5-difluorophenyl)-4-oxopiperidine-1-carboxylate), O.NN (hydrazine hydrate), ClC1=CC=C(C=C1)C1N(CCC(C1)=O)C(=O)OCC1=CC=CC=C1 (benzyl 2-(4-chlorophenyl)-4-oxopiperidine-1-carboxylate), N1CCC(CC1)=O (piperidin-4-one). The product is C(C)(C)C1CC2=C(CN1C(=O)OCC1=CC=CC=C1)C=NN2 (benzyl 6-isopropyl-6,7-dihydro-1H-pyrazolo[4,3-c]pyridine-5(4H)-carboxylate). RXN SMILES: ClC1C=CC(S([N:11]2[CH:16]([C:17]3[CH:22]=C(F)C=C(F)[CH:18]=3)[CH2:15][C:14]3[NH:25][N:26]=[CH:27][C:13]=3[CH2:12]2)(=O)=O)=CC=1.FC1C=C(C2CC(=O)CCN2[C:43]([O:45][CH2:46][C:47]2[CH:52]=[CH:51][CH:50]=[CH:49][CH:48]=2)=[O:44])C=C(F)C=1.ClC1C=CC(C2CC(=O)CCN2C(OCC2C=CC=CC=2)=O)=CC=1.FC1C=C([Mg]Br)C=C(F)C=1.O.NN.N1CCC(=O)CC1>>[CH:17]([CH:16]1[N:11]([C:43]([O:45][CH2:46][C:47]2[CH:52]=[CH:51][CH:50]=[CH:49][CH:48]=2)=[O:44])[CH2:12][C:13]2[CH:27]=[N:26][NH:25][C:14]=2[CH2:15]1)([CH3:18])[CH3:22] |f:4.5|. Procedure: 5-(4-Chlorophenylsulfonyl)-6-(3,5-difluorophenyl)-4,5,6,7-tetrahydro-1H-pyrazolo[4,3-c]pyridine (Enantiomers A and B) Benzyl 2-(3,5-difluorophenyl)-4-oxopiperidine-1-carboxylate, prepared as described for compound 67 in Example 3 using 3,5-difluorophenylmagnesium bromide, was formylated and treated with hydrazine hydrate as described for compound 50 in Example 1 to give benzyl 6-isopropyl-6,7-dihydro-1H-pyrazolo[4,3-c]pyridine-5(4H)-carboxylate. This compound was then deprotected and treated wit... Starting materials: O=C([O-])[O-], CCO, ClCc1ccccn1, Cl, [K+], [K+], O, O=C(O)c1ccc(S)cc1. Product: O=C(O)c1ccc(SCc2ccccn2)cc1. RXN SMILES: [C:20](=[O:21])([O-:22])[O-:23].[CH2:27]([OH:28])[CH3:29].[Cl:12][CH2:13][c:14]1[n:15][cH:16][cH:17][cH:18][cH:19]1.[ClH:11].[K+:24].[K+:25].[OH2:26].[SH:1][c:2]1[cH:3][cH:4][c:5]([C:8](=[O:9])[OH:10])[cH:6][cH:7]1>>[S:1]([c:2]1[cH:3][cH:4][c:5]([C:8](=[O:9])[OH:10])[cH:6][cH:7]1)[CH2:13][c:14]1[n:15][cH:16][cH:17][cH:18][cH:19]1. Starting materials: N(=[N+]=[N-])C=1C=C(C(=O)NC2=C(C(=CC(=C2)C(C)(C)C)NS(=O)(=O)C)OC)C=CC1C (3-azido-N-(5-tert-butyl-3-methanesulfonylamino-2-methoxy-phenyl)-4-methyl-benzamide), C(#C)C=1C=CC(=NC1)NC ((5-ethynyl-pyridin-2-yl)-methyl-amine). Yields the product C(C)(C)(C)C=1C=C(C(=C(C1)NC(C1=CC(=C(C=C1)C)N1N=NC(=C1)C=1C=NC(=CC1)NC)=O)OC)NS(=O)(=O)C (N-(5-tert-Butyl-3-methanesulfonylamino-2-methoxy-phenyl)-4-methyl-3-[4-(6-methylamino-pyridin-3-yl)-[1,2,3]triazol-1-yl]-benzamide). Reaction SMILES: [N:1]([C:4]1[CH:5]=[C:6]([CH:27]=[CH:28][C:29]=1[CH3:30])[C:7]([NH:9][C:10]1[CH:15]=[C:14]([C:16]([CH3:19])([CH3:18])[CH3:17])[CH:13]=[C:12]([NH:20][S:21]([CH3:24])(=[O:23])=[O:22])[C:11]=1[O:25][CH3:26])=[O:8])=[N+:2]=[N-:3].[C:31]([C:33]1[CH:34]=[CH:35][C:36]([NH:39][CH3:40])=[N:37][CH:38]=1)#[CH:32]>>[C:16]([C:14]1[CH:13]=[C:12]([NH:20][S:21]([CH3:24])(=[O:22])=[O:23])[C:11]([O:25][CH3:26])=[C:10]([NH:9][C:7](=[O:8])[C:6]2[CH:27]=[CH:28][C:29]([CH3:30])=[C:4]([N:1]3[CH:32]=[C:31]([C:33]4[CH:38]=[N:37][C:36]([NH:39][CH3:40])=[CH:35][CH:34]=4)[N:3]=[N:2]3)[CH:5]=2)[CH:15]=1)([CH3:18])([CH3:19])[CH3:17]. Reported procedure: Example 19 was prepared from 3-azido-N-(5-tert-butyl-3-methanesulfonylamino-2-methoxy-phenyl)-4-methyl-benzamide and (5-ethynyl-pyridin-2-yl)-methyl-amine in the same manner as Example 15. ESI MS m/z 564 [C28H33N7O4S+H]+. Product: CCc1cc(CN(Cc2cc(C(F)(F)F)ccc2-c2cc(C(C)C)ccc2OC)C(=O)OC)cc(C(F)(F)F)c1. Reactants: C1CCOC1, C=Cc1cc(CN(Cc2cc(C(F)(F)F)ccc2-c2cc(C(C)C)ccc2OC)C(=O)OC)cc(C(F)(F)F)c1, CO. Reaction SMILES: [CH2:41]1[O:42][CH2:43][CH2:44][CH2:45]1.[CH3:1][O:2][C:3]([N:4]([CH2:5][c:6]1[cH:7][c:8]([C:14]([F:15])([F:16])[F:17])[cH:9][c:10]([CH:12]=[CH2:13])[cH:11]1)[CH2:18][c:19]1[c:20](-[c:29]2[c:30]([O:38][CH3:39])[cH:31][cH:32][c:33]([CH:35]([CH3:36])[CH3:37])[cH:34]2)[cH:21][cH:22][c:23]([C:25]([F:26])([F:27])[F:28])[cH:24]1)=[O:40].[CH3:46][OH:47]>>[CH3:1][O:2][C:3]([N:4]([CH2:5][c:6]1[cH:7][c:8]([C:14]([F:15])([F:16])[F:17])[cH:9][c:10]([CH2:12][CH3:13])[cH:11]1)[CH2:18][c:19]1[c:20](-[c:29]2[c:30]([O:38][CH3:39])[cH:31][cH:32][c:33]([CH:35]([CH3:36])[CH3:37])[cH:34]2)[cH:21][cH:22][c:23]([C:25]([F:26])([F:27])[F:28])[cH:24]1)=[O:40].